This data is from the Open Reaction Database (ORD), a public repository of structured organic reaction records. The task is: describe an organic reaction: reactants, conditions, products, and yield The reactants are CC=1C=C(N(C1C)C(=O)OC(C)(C)C)C(=O)OCC (1-tert-butyl 2-ethyl 4,5-dimethyl-1H-pyrrole-1,2-dicarboxylate). Reagents/catalysts: [Pt] (Platinum on carbon). Solvent: CCO (EtOH). Conditions: time 3 day. The product is C[C@H]1C[C@H](N([C@H]1C)C(=O)OC(C)(C)C)C(=O)OCC (rel-(2S,4S,5S)-1-tert-butyl 2-ethyl 4,5-dimethylpyrrolidine-1,2-dicarboxylate). As a reaction SMILES: [CH3:1][C:2]1[CH:3]=[C:4]([C:15]([O:17][CH2:18][CH3:19])=[O:16])[N:5]([C:8]([O:10][C:11]([CH3:14])([CH3:13])[CH3:12])=[O:9])[C:6]=1[CH3:7]>CCO.[Pt]>[CH3:1][C@@H:2]1[C@H:6]([CH3:7])[N:5]([C:8]([O:10][C:11]([CH3:12])([CH3:14])[CH3:13])=[O:9])[C@H:4]([C:15]([O:17][CH2:18][CH3:19])=[O:16])[CH2:3]1. Reported procedure: To a solution of 1-tert-butyl 2-ethyl 4,5-dimethyl-1H-pyrrole-1,2-dicarboxylate (4.016 g, 15.02 mmol) in EtOH (100 mL) was added Platinum on carbon (5%, 0.58 g). The slurry was stirred under an atmosphere of hydrogen (1 atm) for 3 days. The slurry was filtered through celite and washed with MeOH. The filtrate was concentrated and the crude was purified by column chromatography (SiO2, 5-10-20% EtOAc/Hexanes) to provide rel-(2S,4S,5S)-1-tert-butyl 2-ethyl 4,5-dimethylpyrrolidine-1,2-dicarboxylate.